Dataset: the Open Reaction Database (ORD), a public repository of structured organic reaction records. Task: describe an organic reaction: reactants, conditions, products, and yield The reactants are ClC1=C/C(/NC2=CC=CC=C12)=C/1\C(=NNC1=O)C ((Z)-4-(4-chloroquinolin-2(1H)-ylidene)-3-methyl-1H-pyrazol-5(4H)-one), CC=1C=C(C=CC1)S (3-methylbenzenethiol), C20H17N3OS. Product: CC/1=NNC(\C1=C\1/NC2=CC=CC=C2C(=C1)SC=1C=C(C=CC1)C)=O ((Z)-3-methyl-4-(4-(m-tolylthio)quinolin-2(1H)-ylidene)-1H-pyrazol-5(4H)-one). As a reaction SMILES: Cl[C:2]1[C:11]2[C:6](=[CH:7][CH:8]=[CH:9][CH:10]=2)[NH:5]/[C:4](=[C:12]2/[C:13]([CH3:18])=[N:14][NH:15][C:16]/2=[O:17])/[CH:3]=1.[CH3:19][C:20]1[CH:21]=[C:22]([SH:26])[CH:23]=[CH:24][CH:25]=1>>[CH3:18][C:13]1=[N:14][NH:15][C:16](=[O:17])/[C:12]/1=[C:4]1\[NH:5][C:6]2[C:11]([C:2]([S:26][C:22]3[CH:21]=[C:20]([CH3:19])[CH:25]=[CH:24][CH:23]=3)=[CH:3]\1)=[CH:10][CH:9]=[CH:8][CH:7]=2. Procedure details: The title compound was prepared from (Z)-4-(4-chloroquinolin-2(1H)-ylidene)-3-methyl-1H-pyrazol-5(4H)-one and 3-methylbenzenethiol using a procedure analogous to the one described in Example 6. 1H NMR (400 MHz, DMSO-D6) δ ppm 1.96 (s, 3H) 2.36 (s, 3H) 6.77 (s, 1H) 7.65-7.69 (m, 3H) 7.86-7.96 (m, 3H) 7.99 (d, J=8.08 Hz, 1H) 8.16 (d, J=8.34 Hz, 1H) 10.35 (s, 1H) 13.04 (bs, 1H); ESI-MS: m/z calc'd for C20H17N3OS 347.11. found 348.2 (M+H)+. The reactants are ClC1=C(C=CC=C1Cl)NC([C@@](C(F)(F)F)(C)O)=O ((R)-N-{2,3-Dichlorophenyl)-2-hydroxy-2-methyl-3,3,3-trifluoropropanamide), ClS(=O)(=O)O (chlorosulphonic acid). Solvent: ice water. Run at temperature 85 celsius. The product is ClC1=C(C=CC(=C1Cl)S(=O)(=O)Cl)NC([C@@](C(F)(F)F)(C)O)=O ((R)-N-[2,3-Dichloro-4-(chlorosulphonyl)phenyl]-2-hydroxy-2-methyl-3,3,3-trifluoropropanamide). Isolated yield 45.2%. As a reaction SMILES: [Cl:1][C:2]1[C:7]([Cl:8])=[CH:6][CH:5]=[CH:4][C:3]=1[NH:9][C:10](=[O:18])[C@:11]([OH:17])([CH3:16])[C:12]([F:15])([F:14])[F:13].[Cl:19][S:20](O)(=[O:22])=[O:21]>>[Cl:1][C:2]1[C:7]([Cl:8])=[C:6]([S:20]([Cl:19])(=[O:22])=[O:21])[CH:5]=[CH:4][C:3]=1[NH:9][C:10](=[O:18])[C@:11]([OH:17])([CH3:16])[C:12]([F:14])([F:15])[F:13]. Procedure details: (R)-N-{2,3-Dichlorophenyl)-2-hydroxy-2-methyl-3,3,3-trifluoropropanamide (Method 74) (5.0 g, 16.6 mmol) was added in portions to cooled (0° C.) chlorosulphonic acid (5.3 ml, 81 mmol) over 15 mins and then the mixture was heated to 85° C. for 4.5 hours. The reaction mixture was cooled in an ice bath and then poured slowly onto a stirred ice-water mixture (60 ml). The mixture was extracted with DCM (2×75 ml), the DCM washed with brine, dried and evaporated. The residue was chromatographed on silic... Run at time 30 minute. Reaction SMILES: Cl.[NH2:2][OH:3].[O:4]([C:11]1[CH:16]=[CH:15][C:14]([CH2:17][CH2:18][C:19](=O)[CH3:20])=[CH:13][CH:12]=1)[C:5]1[CH:10]=[CH:9][CH:8]=[CH:7][CH:6]=1>O.[OH-].[Na+].C(O)C>[O:4]([C:11]1[CH:16]=[CH:15][C:14]([CH2:17][CH2:18][C:19](=[N:2][OH:3])[CH3:20])=[CH:13][CH:12]=1)[C:5]1[CH:10]=[CH:9][CH:8]=[CH:7][CH:6]=1 |f:0.1,4.5|. Reported procedure: Over about 30 minutes, a freshly prepared solution of 15.3 g (0.22 mole) of hydroxylamine hydrochloride in 100 ml of water and 200 ml of 1N sodium hydroxide solution is added dropwise at room temperature to a solution of 48 g (0.2 mole) of 4-(4-phenoxyphenyl)-2-butanone*) in 500 ml of ethanol. Subsequently, the mixture is heated for 1.5 hours at reflux temperature and then stirred for 16 hours at room temperature. The ethanol is distilled off in a water jet vacuum and the residue is extracted re... Solvent: O (water), [OH-].[Na+] (sodium hydroxide), C(C)O (ethanol). Starting materials: Cl.NO (hydroxylamine hydrochloride), O(C1=CC=CC=C1)C1=CC=C(C=C1)CCC(C)=O (4-(4-phenoxyphenyl)-2-butanone). Product: O(C1=CC=CC=C1)C1=CC=C(C=C1)CCC(C)=NO (4-(4-phenoxyphenyl)-2-butanone oxime). Starting materials: ClC1=NC2=CC=CC=C2C(=N1)Cl (2,4-dichloroquinazoline), C1(CCCCC1)N (cyclohexylamine), N1N=CC2=CC=CC=C12 (indazole). Yields the product C1(CCCCC1)NC1=NC(=NC2=CC=CC=C12)N1N=CC2=CC=CC=C12 (Cyclohexyl-(2-indazol-1-yl-quinazolin-4-yl)-amine). RXN SMILES: Cl[C:2]1[N:11]=[C:10](Cl)[C:9]2[C:4](=[CH:5][CH:6]=[CH:7][CH:8]=2)[N:3]=1.[CH:13]1([NH2:19])[CH2:18][CH2:17][CH2:16][CH2:15][CH2:14]1.[NH:20]1[C:28]2[C:23](=[CH:24][CH:25]=[CH:26][CH:27]=2)[CH:22]=[N:21]1>>[CH:13]1([NH:19][C:10]2[C:9]3[C:4](=[CH:5][CH:6]=[CH:7][CH:8]=3)[N:3]=[C:2]([N:20]3[C:28]4[C:23](=[CH:24][CH:25]=[CH:26][CH:27]=4)[CH:22]=[N:21]3)[N:11]=2)[CH2:18][CH2:17][CH2:16][CH2:15][CH2:14]1. Procedure details: Was prepared according to Method A from 2,4-dichloroquinazoline, cyclohexylamine and indazole. Mp=278.1-281.4° C. LC-ESI-HRMS of [M+H]+ shows 344.1879 Da. Calc. 344.18752 Da, dev. 1.1 ppm.